This data is from the Open Reaction Database (ORD), a public repository of structured organic reaction records. The task is: describe an organic reaction: reactants, conditions, products, and yield Starting materials: C=CC=C, CC=CCCc1cccc(OC)c1, O. Product: COc1cccc(C)c1. Reaction SMILES: [CH2:1]=[CH:2][CH:3]=[CH2:4].[CH3:5][O:6][c:7]1[cH:8][c:9]([CH2:13][CH2:14][CH:15]=[CH:16][CH3:17])[cH:10][cH:11][cH:12]1.[OH2:18]>>[CH3:5][O:6][c:7]1[cH:8][c:9]([CH3:13])[cH:10][cH:11][cH:12]1. Starting materials: CC(C)=O, Nc1nc2c(ncn2C2OC(CO)C(O)C2O)c(=O)[nH]1, [NH4+], [OH-]. Yields the product CC1(C)OC2C(CO)OC(n3cnc4c(=O)[nH]c(N)nc43)C2O1. As a reaction SMILES: [CH3:23][C:24]([CH3:25])=[O:26].[NH2:1][c:2]1[n:3][c:4]2[n:5]([CH:12]3[O:13][CH:14]([CH2:15][OH:16])[CH:17]([OH:18])[CH:19]3[OH:20])[cH:6][n:7][c:8]2[c:9](=[O:10])[nH:11]1.[NH4+:22].[OH-:21]>>[NH2:1][c:2]1[n:3][c:4]2[n:5]([CH:12]3[O:13][CH:14]([CH2:15][OH:16])[CH:17]4[O:18][C:24]([CH3:23])([CH3:25])[O:20][CH:19]34)[cH:6][n:7][c:8]2[c:9](=[O:10])[nH:11]1. Reactants: CCOC=C(C(=O)OCC)C(=O)OCC, CCN1CC(C)NCC1=O, ClC(Cl)Cl, Cl, N. Product: CCOC(=O)C(=CN1CC(=O)N(CC)CC1C)C(=O)OCC. Reaction SMILES: [CH2:13]([O:14][CH:16]=[C:17]([C:18](=[O:19])[O:20][CH2:21][CH3:22])[C:23](=[O:24])[O:25][CH2:26][CH3:27])[CH3:15].[CH2:3]([CH3:4])[N:5]1[C:6](=[O:12])[CH2:7][NH:8][CH:9]([CH3:11])[CH2:10]1.[CH:28]([Cl:29])([Cl:30])[Cl:31].[ClH:2].[NH3:1]>>[CH2:3]([CH3:4])[N:5]1[C:6](=[O:12])[CH2:7][N:8]([CH:16]=[C:17]([C:18](=[O:19])[O:20][CH2:21][CH3:22])[C:23](=[O:24])[O:25][CH2:26][CH3:27])[CH:9]([CH3:11])[CH2:10]1. The reactants are COC(=O)c1cccc(C=O)c1, CCOC(C)=O, CCCCCC, NC1c2ccccc2CCC1Cc1ccccc1. Product: COC(=O)c1cccc(CNC2c3ccccc3CCC2Cc2ccccc2)c1. As a reaction SMILES: [C:19](=[O:20])([O:21][CH3:22])[c:23]1[cH:24][c:25]([CH:26]=[O:27])[cH:28][cH:29][cH:30]1.[C:37]([O:38][CH2:39][CH3:40])(=[O:41])[CH3:42].[CH3:31][CH2:32][CH2:33][CH2:34][CH2:35][CH3:36].[NH2:1][CH:2]1[CH:3]([CH2:12][c:13]2[cH:14][cH:15][cH:16][cH:17][cH:18]2)[CH2:4][CH2:5][c:6]2[cH:7][cH:8][cH:9][cH:10][c:11]21>>[NH:1]([CH:2]1[CH:3]([CH2:12][c:13]2[cH:14][cH:15][cH:16][cH:17][cH:18]2)[CH2:4][CH2:5][c:6]2[cH:7][cH:8][cH:9][cH:10][c:11]21)[CH2:26][c:25]1[cH:24][c:23]([C:19](=[O:20])[O:21][CH3:22])[cH:30][cH:29][cH:28]1.